This data is from the Open Reaction Database (ORD), a public repository of structured organic reaction records. The task is: describe an organic reaction: reactants, conditions, products, and yield Reactants: COC(=O)C(N)(CC#Cc1ccccc1)S(=O)(=O)c1ccc(-c2ccc3c(c2)OCO3)cc1, OB(O)c1ccc2c(c1)OCO2. Product: NC(CC#Cc1ccccc1)(C(=O)O)S(=O)(=O)c1ccc(-c2ccc3c(c2)OCO3)cc1. RXN SMILES: [CH2:1]1[O:2][c:3]2[cH:4][c:5](-[c:10]3[cH:11][cH:12][c:13]([S:16](=[O:17])(=[O:18])[C:19]([C:20](=[O:21])[O:22][CH3:23])([CH2:24][C:25]#[C:26][c:27]4[cH:28][cH:29][cH:30][cH:31][cH:32]4)[NH2:33])[cH:14][cH:15]3)[cH:6][cH:7][c:8]2[O:9]1.[CH2:34]1[O:35][c:36]2[c:37]([cH:38][cH:39][c:40]([B:41]([OH:42])[OH:43])[cH:44]2)[O:45]1>>[CH2:1]1[O:2][c:3]2[cH:4][c:5](-[c:10]3[cH:11][cH:12][c:13]([S:16](=[O:17])(=[O:18])[C:19]([C:20](=[O:21])[OH:22])([CH2:24][C:25]#[C:26][c:27]4[cH:28][cH:29][cH:30][cH:31][cH:32]4)[NH2:33])[cH:14][cH:15]3)[cH:6][cH:7][c:8]2[O:9]1. Starting materials: [Li+].CC(C)[N-]C(C)C (LDA), C(C)(=O)C1=CC(=C(C=C1OCC1=CC=CC=C1)NC(C)=O)Br (N-(4-acetyl-5-benzyloxy-2-bromo-phenyl)-acetamide), C(C=C)Br (allyl bromide). Solvent: C1CCOC1 (THF). Run at temperature -78 celsius. Product: C(C)(=O)C1=CC(=C(C=C1OCC1=CC=CC=C1)N(C(C)=O)CC=C)Br (N-(4-Acetyl-5-benzyloxy-2-bromo-phenyl)-N-allyl-acetamide). Isolated yield 57.7%. As a reaction SMILES: [C:1]([C:4]1[C:9]([O:10][CH2:11][C:12]2[CH:17]=[CH:16][CH:15]=[CH:14][CH:13]=2)=[CH:8][C:7]([NH:18][C:19](=[O:21])[CH3:20])=[C:6]([Br:22])[CH:5]=1)(=[O:3])[CH3:2].[Li+].[CH3:24][CH:25]([N-]C(C)C)[CH3:26].C(Br)C=C>C1COCC1>[C:1]([C:4]1[C:9]([O:10][CH2:11][C:12]2[CH:17]=[CH:16][CH:15]=[CH:14][CH:13]=2)=[CH:8][C:7]([N:18]([CH2:26][CH:25]=[CH2:24])[C:19](=[O:21])[CH3:20])=[C:6]([Br:22])[CH:5]=1)(=[O:3])[CH3:2] |f:1.2|. Procedure details: A solution of N-(4-acetyl-5-benzyloxy-2-bromo-phenyl)-acetamide (1.03 g, 2.85 mmol) in anhydrous THF (20 ml) under nitrogen was cooled to −78° C. followed by the dropwise addition of LDA (2.1 ml, 2M solution, 4.3 mmol). The reaction was continued to stir for an hour at −78° C. and then quenched with allyl bromide (0.44 ml, 2.85 mmol). The reaction was allowed to warm to room temperature and continued to stir overnight. The solution was partitioned between EtOAc and water. The organics were colle... The reactants are [OH-].[K+] (KOH), C(C)OC(=O)C=1C=CC=C2C1N=C(O2)C (2-methyl-benzoxazole-4-carboxylic acid ethyl ester), Cl (HCl). Run in CO (MeOH). Conditions: time 30 minute. Product: CC=1OC=2C(N1)=C(C=CC2)C(=O)O (2-Methyl-benzoxazole-4-carboxylic Acid). As a reaction SMILES: [OH-].[K+].C([O:5][C:6]([C:8]1[CH:9]=[CH:10][CH:11]=[C:12]2[O:16][C:15]([CH3:17])=[N:14][C:13]=12)=[O:7])C.Cl>CO>[CH3:17][C:15]1[O:16][C:12]2[C:13](=[C:8]([C:6]([OH:7])=[O:5])[CH:9]=[CH:10][CH:11]=2)[N:14]=1 |f:0.1|. Reported procedure: At 0° C. an aq. KOH solution (1.0 M, 2.40 mL) is added to a solution of 2-methyl-benzoxazole-4-carboxylic acid ethyl ester (0.98 mmol) in MeOH (5.0 mL) and stirred for 30 min. The mixture is allowed to reach RT, stirred for additional 60 min and made acidic by addition of aq. HCl (2.0 M). After removal of MeOH under reduced pressure the obtained precipitate is filtered off to give the desired product which is dried in vacuo. 1H-NMR (DMSO-d6): δ=2.64 (s, 3H); 7.41 (t, J=8.0 Hz, 1H); 7.83 (d, J=7.... The reactants are CC(C)(C)OC(=O)NCC1CN(c2ccc(F)cc2)C1, CCN=C=NCCCN(C)C, CN(C)c1ccncc1, Cl, O=C(O)C(F)(F)F, O=C(O)c1ccc(S(=O)(=O)n2cc(-c3ccccc3)c3ccccc32)cc1. The product is O=C(NCC1CN(c2ccc(F)cc2)C1)c1ccc(S(=O)(=O)n2cc(-c3ccccc3)c3ccccc32)cc1. As a reaction SMILES: [C:8]([O:9][C:13]([NH:14][CH2:15][CH:16]1[CH2:17][N:18]([c:20]2[cH:21][cH:22][c:23]([F:26])[cH:24][cH:25]2)[CH2:19]1)=[O:27])([CH3:10])([CH3:11])[CH3:12].[CH3:56][N:57]([CH3:58])[CH2:59][CH2:60][CH2:61][N:62]=[C:63]=[N:64][CH2:65][CH3:66].[CH3:67][N:68]([CH3:69])[c:70]1[cH:71][cH:72][n:73][cH:74][cH:75]1.[ClH:55].[OH:1][C:2]([C:3]([F:4])([F:5])[F:6])=[O:7].[c:28]1(-[c:34]2[cH:35][n:36]([S:43](=[O:44])(=[O:45])[c:46]3[cH:47][cH:48][c:49]([C:50]([OH:51])=[O:52])[cH:53][cH:54]3)[c:37]3[cH:38][cH:39][cH:40][cH:41][c:42]23)[cH:29][cH:30][cH:31][cH:32][cH:33]1>>[C:13]([NH:14][CH2:15][CH:16]1[CH2:17][N:18]([c:20]2[cH:21][cH:22][c:23]([F:26])[cH:24][cH:25]2)[CH2:19]1)(=[O:27])[c:49]1[cH:48][cH:47][c:46]([S:43]([n:36]2[cH:35][c:34](-[c:28]3[cH:29][cH:30][cH:31][cH:32][cH:33]3)[c:42]3[c:37]2[cH:38][cH:39][cH:40][cH:41]3)(=[O:44])=[O:45])[cH:54][cH:53]1.